From a dataset of the Open Reaction Database (ORD), a public repository of structured organic reaction records. describe an organic reaction: reactants, conditions, products, and yield Starting materials: C[Si](C)(C)C=[N+]=[N-], CCCCCC, CO, ClCCl, CSCc1ccc(C(=O)O)c(O)c1. The product is COC(=O)c1ccc(CSC)cc1O. RXN SMILES: [CH3:17][Si:18]([CH:19]=[N+:20]=[N-:21])([CH3:22])[CH3:23].[CH3:24][CH2:25][CH2:26][CH2:27][CH2:28][CH3:29].[CH3:30][OH:31].[Cl:14][CH2:15][Cl:16].[OH:1][c:2]1[c:3]([C:4](=[O:5])[OH:6])[cH:7][cH:8][c:9]([CH2:11][S:12][CH3:13])[cH:10]1>>[OH:1][c:2]1[c:3]([C:4](=[O:5])[O:6][CH3:15])[cH:7][cH:8][c:9]([CH2:11][S:12][CH3:13])[cH:10]1.